Dataset: the Open Reaction Database (ORD), a public repository of structured organic reaction records. Task: describe an organic reaction: reactants, conditions, products, and yield Reactants: C1(=CC=CC=C1)C (toluene), solvent C, [N+](=O)([O-])C=1C(=C(C=CC1)C)[N+](=O)[O-] (dinitrotoluene), [N+](=O)([O-])C=1C(=C(C=CC1)C)[N+](=O)[O-] (dinitrotoluene), O (water), solvent B, [N+](=O)([O-])C=1C(=C(C=CC1)C)[N+](=O)[O-] (dinitrotoluene), II. Reported procedure: Referring to the drawings, FIGS. 1 and 2 illustrate a chamber or housing in which hollow fiber membrane is suitably contained so that a solvent C passes only through the hollow fiber while solvent B containing the solute A contacts the outer walls only of the hollow fiber. A flow diagram for a typical extraction process employing the hollow fiber mechanism of the invention is illustrated in FIG. 3. In this flow diagram, an inlet stream 20 is fed to the extraction process, e.g. at a flow rate of ... Yields the product C(C1=CC=CO1)=O.O.C1(=CC=CC=C1)C (furfural H2O toluene). Reaction SMILES: [N+]([C:4]1[C:5]([N+]([O-])=O)=[C:6]([CH3:10])[CH:7]=[CH:8][CH:9]=1)([O-])=[O:2].[C:14]1(C)C=[CH:18][CH:17]=[CH:16][CH:15]=1.[OH2:21]>>[CH:18](=[O:2])[C:17]1[O:21][CH:14]=[CH:15][CH:16]=1.[OH2:2].[C:6]1([CH3:10])[CH:7]=[CH:8][CH:9]=[CH:4][CH:5]=1 |f:3.4.5|.